This data is from the Open Reaction Database (ORD), a public repository of structured organic reaction records. The task is: describe an organic reaction: reactants, conditions, products, and yield Procedure: 117.2 g (1.0 mole) of 2-methyl-3-methoxypropionamide are heated with 107.3 g (1.05 mole) of 3-dimethylaminopropylamine for 20 hours in a temperature range of 145°-175° C. until the evolution of ammonia is complete. The mixture is allowed to cool, 1.5 g of sodium hydroxide is added and the mixture is heated in a high vacuum at 90° to 110° C. The methanol is split off within about 30 minutes, vigorous foaming occurring. The temperature is increased and 122 g (0.72 mole=72% of the theoretical yield... Reactants: CC(C(=O)N)COC (2-methyl-3-methoxypropionamide), CN(CCCN)C (3-dimethylaminopropylamine), N (ammonia), [OH-].[Na+] (sodium hydroxide). RXN SMILES: [CH3:1][CH:2]([CH2:6]OC)[C:3]([NH2:5])=[O:4].[CH3:9][N:10]([CH3:15])[CH2:11][CH2:12][CH2:13]N.N.[OH-].[Na+]>>[CH3:9][N:10]([CH3:15])[CH2:11][CH2:12][CH2:13][NH:5][C:3](=[O:4])[C:2]([CH3:6])=[CH2:1] |f:3.4|. Yields the product CN(CCCNC(C(=C)C)=O)C (N-(3-dimethylaminopropyl)methacrylamide).